Dataset: the Open Reaction Database (ORD), a public repository of structured organic reaction records. Task: describe an organic reaction: reactants, conditions, products, and yield Starting materials: C(C)(=O)OC(CCCN(C#N)CCCCCC(C(=O)OCC)C)CCCCC (ethyl 7-[N-(4-acetoxynonyl)cyanamido] -2-methylheptanoate), [OH-].[Na+] (sodium hydroxide). Solvent: C(C)O (ethanol), O (water). Reaction conditions: time 20 hour. Product: OC(CCCN(C#N)CCCCCC(C(=O)O)C)CCCCC (7-[N-(4-hydroxynonyl)cyanamido]-2-methylheptanoic acid). RXN SMILES: C([O:4][CH:5]([CH2:24][CH2:25][CH2:26][CH2:27][CH3:28])[CH2:6][CH2:7][CH2:8][N:9]([CH2:12][CH2:13][CH2:14][CH2:15][CH2:16][CH:17]([CH3:23])[C:18]([O:20]CC)=[O:19])[C:10]#[N:11])(=O)C.[OH-].[Na+]>C(O)C.O>[OH:4][CH:5]([CH2:24][CH2:25][CH2:26][CH2:27][CH3:28])[CH2:6][CH2:7][CH2:8][N:9]([CH2:12][CH2:13][CH2:14][CH2:15][CH2:16][CH:17]([CH3:23])[C:18]([OH:20])=[O:19])[C:10]#[N:11] |f:1.2|. Reported procedure: To a solution of ethyl 7-[N-(4-acetoxynonyl)cyanamido] -2-methylheptanoate (7.6 g., 0.02 mole) in ethanol (50 ml.) is added a solution of sodium hydroxide (1.6 g., 0.04 mole) in water (15 ml.) and the reaction is stirred at ambient temperature for 20 hours. Then most of the ethanol is removed in vacuo and the residue taken up in water (150 ml.). The solution is extracted once with ether then acidified with hydrochloric acid (dil.). The oil that separates is extracted into ether, the ether is was... Starting materials: 100, COC=1C=C(C=C(C1OC)OC)C=CC(=O)O (3-(3,4,5-trimethoxyphenyl)-2-propenoic acid), C1=CC=CC=C1 (benzene), C(C)N(C#CC)CC (N,N-diethyl-1-propyne-1-amine), resultant mixture, 75, COC=1C=C2CCNC(C2=CC1OC)=CC1=CC(=C(C(=C1)OC)OC)OC (3,4-dihydro-6,7-dimethoxy-1-[(3,4,5-trimethoxyphenyl)methylene]isoquinoline). Run in N1=CC=CC=C1 (pyridine). Product: COC=1C=C2CCN(\C(\C2=CC1OC)=C/C1=CC(=C(C(=C1)OC)OC)OC)C(\C=C\C1=CC(=C(C(=C1)OC)OC)OC)=O ((1Z,2E)-1,2,3,4-tetrahydro-6,7-dimethoxy-1-[(3,4,5-trimethoxyphenyl)methylene]-2-[3-(3,4,5-trimethoxyphenyl)-1-oxo-2-propenyl]isoquinoline). RXN SMILES: [CH3:1][O:2][C:3]1[CH:4]=[C:5]([CH:13]=[CH:14][C:15]([OH:17])=O)[CH:6]=[C:7]([O:11][CH3:12])[C:8]=1[O:9][CH3:10].C1C=CC=CC=1.C(N(CC)C#CC)C.[CH3:32][O:33][C:34]1[CH:35]=[C:36]2[C:41](=[CH:42][C:43]=1[O:44][CH3:45])[C:40](=[CH:46][C:47]1[CH:52]=[C:51]([O:53][CH3:54])[C:50]([O:55][CH3:56])=[C:49]([O:57][CH3:58])[CH:48]=1)[NH:39][CH2:38][CH2:37]2>N1C=CC=CC=1>[CH3:32][O:33][C:34]1[CH:35]=[C:36]2[C:41](=[CH:42][C:43]=1[O:44][CH3:45])/[C:40](=[CH:46]/[C:47]1[CH:52]=[C:51]([O:53][CH3:54])[C:50]([O:55][CH3:56])=[C:49]([O:57][CH3:58])[CH:48]=1)/[N:39]([C:15](=[O:17])/[CH:14]=[CH:13]/[C:5]1[CH:6]=[C:7]([O:11][CH3:12])[C:8]([O:9][CH3:10])=[C:3]([O:2][CH3:1])[CH:4]=1)[CH2:38][CH2:37]2. Procedure details: To a solution of 100 parts of 3-(3,4,5-trimethoxyphenyl)-2-propenoic acid in 1125 parts of benzene is added 22 parts of N,N-diethyl-1-propyne-1-amine. The resultant mixture is stirred for 2 hours, whereupon a solution of 75 parts of 3,4-dihydro-6,7-dimethoxy-1-[(3,4,5-trimethoxyphenyl)methylene]isoquinoline [Ber. deut. chem. Ges., 55, 2889 (1922)] in 200 parts of pyridine is introduced. The mixture thus obtained is stirred and heated at 65° for 3 hours, then cooled, consecutively washed with wat... Reactants: [Br-].NC1=CC=[N+](C=C1)CC1=C2N=C(C(=NC2=CC(=C1)[N+](=O)[O-])OC)OC (4-amino-1-(2,3-dimethoxy-7-nitro-quinoxalin-5-yl methyl)-pyridinium bromide), solution, Br (hydrogen bromide). Solvent: C(C)(=O)O (acetic acid), C(C)OCC (diethyl ether). Run at time 10 minute. The product is [Br-].[N+](=O)([O-])C1=CC(=C2NC(C(NC2=C1)=O)=O)C[N+]1=CC=C(C=C1)N (N-(7-Nitro-2,3-dioxo-1,2,3,4-tetrahydroquinoxalin-5-ylmethyl)-4-amino-pyridinium bromide). As a reaction SMILES: [Br-:1].[NH2:2][C:3]1[CH:8]=[CH:7][N+:6]([CH2:9][C:10]2[CH:19]=[C:18]([N+:20]([O-:22])=[O:21])[CH:17]=[C:16]3[C:11]=2[N:12]=[C:13]([O:25]C)[C:14]([O:23]C)=[N:15]3)=[CH:5][CH:4]=1.Br>C(O)(=O)C.C(OCC)C>[Br-:1].[N+:20]([C:18]1[CH:17]=[C:16]2[C:11]([NH:12][C:13](=[O:25])[C:14](=[O:23])[NH:15]2)=[C:10]([CH2:9][N+:6]2[CH:5]=[CH:4][C:3]([NH2:2])=[CH:8][CH:7]=2)[CH:19]=1)([O-:22])=[O:21] |f:0.1,5.6|. Procedure details: 212 mg (0.5 mmol) of 4-amino-1-(2,3-dimethoxy-7-nitro-quinoxalin-5-yl methyl)-pyridinium bromide are stirred in 3 ml of a 48% solution of hydrogen bromide in glacial acetic acid for 18 hours at room temperature. The brownish reaction mixture is diluted with 7 ml of diethyl ether and then stirred for 10 minutes. The resulting solid is filtered off, washed with a small amount of diethyl ether and dried. The title compound is obtained in the form of a yellow solid having a melting point of>245° C. ... The reactants are O=C([O-])[O-], Oc1ccc2c(c1)CCN(C1CCC1)CC2, COC(=O)c1ccc(Cl)nc1C(=O)OC, [Cs+], [Cs+], CN(C)C=O. Product: COC(=O)c1ccc(Oc2ccc3c(c2)CCN(C2CCC2)CC3)nc1C(=O)OC. As a reaction SMILES: [C:32](=[O:33])([O-:34])[O-:35].[CH:1]1([N:5]2[CH2:6][CH2:7][c:8]3[c:9]([cH:12][c:13]([OH:16])[cH:14][cH:15]3)[CH2:10][CH2:11]2)[CH2:2][CH2:3][CH2:4]1.[Cl:17][c:18]1[cH:19][cH:20][c:21]([C:28](=[O:29])[O:30][CH3:31])[c:22]([C:24](=[O:25])[O:26][CH3:27])[n:23]1.[Cs+:36].[Cs+:37].[O:38]=[CH:39][N:40]([CH3:41])[CH3:42]>>[CH:1]1([N:5]2[CH2:6][CH2:7][c:8]3[c:9]([cH:12][c:13]([O:16][c:18]4[cH:19][cH:20][c:21]([C:28](=[O:29])[O:30][CH3:31])[c:22]([C:24](=[O:25])[O:26][CH3:27])[n:23]4)[cH:14][cH:15]3)[CH2:10][CH2:11]2)[CH2:2][CH2:3][CH2:4]1. The reactants are CCO, Cc1cc(C#N)cc2[nH]c(-c3c(NC(CO)Cc4ccccc4)cc[nH]c3=O)nc12. The product is CCOC(=N)c1cc(C)c2nc(-c3c(NC(CO)Cc4ccccc4)cc[nH]c3=O)[nH]c2c1. As a reaction SMILES: [CH3:31][CH2:32][OH:33].[OH:1][CH2:2][CH:3]([CH2:4][c:5]1[cH:6][cH:7][cH:8][cH:9][cH:10]1)[NH:11][c:12]1[c:13](-[c:19]2[nH:20][c:21]3[c:22]([n:23]2)[c:24]([CH3:30])[cH:25][c:26]([C:28]#[N:29])[cH:27]3)[c:14](=[O:18])[nH:15][cH:16][cH:17]1>>[OH:1][CH2:2][CH:3]([CH2:4][c:5]1[cH:6][cH:7][cH:8][cH:9][cH:10]1)[NH:11][c:12]1[c:13](-[c:19]2[nH:20][c:21]3[c:22]([n:23]2)[c:24]([CH3:30])[cH:25][c:26]([C:28](=[NH:29])[O:33][CH2:32][CH3:31])[cH:27]3)[c:14](=[O:18])[nH:15][cH:16][cH:17]1. Starting materials: C1(=CC=CC=C1)C1(CC=CCC1)CNC(=O)C1=C(C=CC=C1)OC (4-phenyl-4-(3-(2-methoxyphenyl)-3-oxo-2-azaprop-1-yl)-cyclohex-1-ene), C1=CC(=CC(=C1)Cl)C(=O)OO (mCPBA), CCOCC (ether). The solvent is C(Cl)Cl (CH2Cl2). Yields the product O1[C@@H]2[C@@H]1CC(CC2)(CNC(=O)C2=C(C=CC=C2)OC)C2=CC=CC=C2 (trans-1,2-Epoxy-4-phenyl-4-(3-(2-methoxyphenyl)-3-oxo-2-azaprop-1-yl)-cyclohexane). Reaction SMILES: [C:1]1([C:7]2([CH2:13][NH:14][C:15]([C:17]3[CH:22]=[CH:21][CH:20]=[CH:19][C:18]=3[O:23][CH3:24])=[O:16])[CH2:12][CH2:11][CH:10]=[CH:9][CH2:8]2)[CH:6]=[CH:5][CH:4]=[CH:3][CH:2]=1.C1C=C(Cl)C=C(C(OO)=[O:33])C=1.CCOCC>C(Cl)Cl>[O:33]1[C@H:9]2[CH2:8][C:7]([C:1]3[CH:2]=[CH:3][CH:4]=[CH:5][CH:6]=3)([CH2:13][NH:14][C:15]([C:17]3[CH:22]=[CH:21][CH:20]=[CH:19][C:18]=3[O:23][CH3:24])=[O:16])[CH2:12][CH2:11][C@H:10]12. Procedure: A solution of 4-phenyl-4-(3-(2-methoxyphenyl)-3-oxo-2-azaprop-1-yl)-cyclohex-1-ene (Example 192, 146.3 mg, 0.46 mmol) and mCPBA (156.8 mg, 0.92 mmol) in 8.0 mL of CH2Cl2 was stirred at rt for 18 h. The reaction mixture was poured into ether, washed with NaHCO3 (3×), dried over Na2SO4, filtered through a plug of silica gel and concentrated The residue was purified by HPLC (Waters RCM, μ Porosil, 25 mm×10 cm) using a mixture of (5:4:1 hexane-methyl tert-butyl ether-acetonitrile:hexane, 1.0/8.0 mL/... Starting materials: O=C([O-])[O-], I, [K+], [K+], COc1cc(Cl)nc(N)n1, O. The product is COc1cc(I)nc(N)n1. Reaction SMILES: [C:12](=[O:13])([O-:14])[O-:15].[IH:11].[K+:16].[K+:17].[NH2:1][c:2]1[n:3][c:4]([O:9][CH3:10])[cH:5][c:6]([Cl:8])[n:7]1.[OH2:18]>>[NH2:1][c:2]1[n:3][c:4]([O:9][CH3:10])[cH:5][c:6]([I:11])[n:7]1.